This data is from the Open Reaction Database (ORD), a public repository of structured organic reaction records. The task is: describe an organic reaction: reactants, conditions, products, and yield The reactants are C(C)(C)(C)[C@H]1CC[C@H](CC1)O (cis-4-tertbutylcyclohexanol), C(C)(C)(C)OC(NC1(COC(OC1)(C)C)C1=CC2=CC=C(C=C2C=C1)O)=O ([5-[6-hydroxynaphthalen-2-yl)-2,2-dimethyl-1,3-dioxinan-5-yl]-carbamic acid tert-butyl ester). Product: C(C)(C)(C)OC(NC1(COC(OC1)(C)C)C1=CC2=CC=C(C=C2C=C1)O[C@@H]1CC[C@H](CC1)C(C)(C)C)=O ({5-[6-(trans-4-tert-butylcyclohexyloxy)-naphthalen-2-yl]-2,2-dimethyl-1,3-dioxinan-5-yl}-carbamic acid tert-butyl ester). Yield: 42.0%. As a reaction SMILES: [C:1]([C@@H:5]1[CH2:10][CH2:9][C@H:8]([OH:11])[CH2:7][CH2:6]1)([CH3:4])([CH3:3])[CH3:2].[C:12]([O:16][C:17](=[O:38])[NH:18][C:19]1([C:27]2[CH:36]=[CH:35][C:34]3[C:29](=[CH:30][CH:31]=[C:32](O)[CH:33]=3)[CH:28]=2)[CH2:24][O:23][C:22]([CH3:26])([CH3:25])[O:21][CH2:20]1)([CH3:15])([CH3:14])[CH3:13]>>[C:12]([O:16][C:17](=[O:38])[NH:18][C:19]1([C:27]2[CH:36]=[CH:35][C:34]3[C:29](=[CH:30][CH:31]=[C:32]([O:11][C@H:8]4[CH2:7][CH2:6][C@H:5]([C:1]([CH3:4])([CH3:2])[CH3:3])[CH2:10][CH2:9]4)[CH:33]=3)[CH:28]=2)[CH2:20][O:21][C:22]([CH3:26])([CH3:25])[O:23][CH2:24]1)([CH3:13])([CH3:14])[CH3:15]. Procedure: The title compound was prepared from cis-4-tertbutylcyclohexanol and [5-[6-hydroxynaphthalen-2-yl)-2,2-dimethyl-1,3-dioxinan-5-yl]-carbamic acid tert-butyl ester in 42% yield according to the method of Example 53. Reaction SMILES: [CH2:1]([O:8][C:9]1[C:14]([C:15](C2C=CC=CC=2)(O)[CH3:16])=[CH:13][CH:12]=[CH:11][C:10]=1[C:24]1[CH:29]=[CH:28][CH:27]=[CH:26][C:25]=1[O:30][CH3:31])[C:2]1[CH:7]=[CH:6][CH:5]=[CH:4][CH:3]=1.[C:32]1(C)[CH:37]=[CH:36][CH:35]=[CH:34][CH:33]=1.O.C1(C)C=CC(S(O)(=O)=O)=CC=1>O>[CH2:1]([O:8][C:9]1[C:14]([CH:15]=[CH:16][C:32]2[CH:37]=[CH:36][CH:35]=[CH:34][CH:33]=2)=[CH:13][CH:12]=[CH:11][C:10]=1[C:24]1[CH:29]=[CH:28][CH:27]=[CH:26][C:25]=1[O:30][CH3:31])[C:2]1[CH:7]=[CH:6][CH:5]=[CH:4][CH:3]=1 |f:2.3|. Run in O (H2O). Starting materials: C(C1=CC=CC=C1)OC1=C(C=CC=C1C(C)(O)C1=CC=CC=C1)C1=C(C=CC=C1)OC (1-(2-(Benzyloxy)-2′-methoxybiphenyl-3-yl)-1-phenylethanol), C1(=CC=CC=C1)C (toluene), O.C1(=CC=C(C=C1)S(=O)(=O)O)C (p-toluenesulfonic acid monohydrate). Reaction conditions: time 8 hour. Procedure details: A mixture of 18 (from above), toluene (75 mL) and a crystal of p-toluenesulfonic acid monohydrate was refluxed with H2O removal (Dean-Stark trap) for 2 hr. The mixture was cooled to room temperature and stirred overnight. The mixture was washed with saturated NaHCO3 solution (25 mL), dried over Na2SO4, filtered and the solution concentrated under reduced pressure to give a brown oil. The crude product was absorbed onto silica gel using DCM and dry-loaded on a column of silica gel (60 g) packed i... The product is C(C1=CC=CC=C1)OC1=C(C=CC=C1C=CC1=CC=CC=C1)C1=C(C=CC=C1)OC (2-(Benzyloxy)-2′-methoxy-3-(phenylvinyl)biphenyl). Reactants: NC=1C=C(C=CC1C)NC(=O)C1=CC=CC2=C1OC1=C2C=CC=C1 (N-(3-amino-4-methylphenyl)dibenzofuran-4-carboxamide), ClC1=NC=CC(=N1)Cl (2,4-dichloropyrimidine), C(C)(C)N(C(C)C)CC (N,N-di-isopropylethylamine). Solvent: C(CCC)O (n-butanol). Conditions: temperature 120 celsius. Yields the product ClC1=NC=CC(=N1)NC1=C(C=CC(=C1)NC(=O)C1=CC=CC2=C1OC1=C2C=CC=C1)C (2-Chloro-4-[5-(4-dibenzofuranylcarbonylamino)-2-methylanilino]pyrimidine). The yield is 40.8%. RXN SMILES: [NH2:1][C:2]1[CH:3]=[C:4]([NH:9][C:10]([C:12]2[C:17]3[O:18][C:19]4[CH:24]=[CH:23][CH:22]=[CH:21][C:20]=4[C:16]=3[CH:15]=[CH:14][CH:13]=2)=[O:11])[CH:5]=[CH:6][C:7]=1[CH3:8].[Cl:25][C:26]1[N:31]=[C:30](Cl)[CH:29]=[CH:28][N:27]=1.C(N(CC)C(C)C)(C)C>C(O)CCC>[Cl:25][C:26]1[N:31]=[C:30]([NH:1][C:2]2[CH:3]=[C:4]([NH:9][C:10]([C:12]3[C:17]4[O:18][C:19]5[CH:24]=[CH:23][CH:22]=[CH:21][C:20]=5[C:16]=4[CH:15]=[CH:14][CH:13]=3)=[O:11])[CH:5]=[CH:6][C:7]=2[CH3:8])[CH:29]=[CH:28][N:27]=1. Procedure details: A mixture of N-(3-amino-4-methylphenyl)dibenzofuran-4-carboxamide (1.5 g), 2,4-dichloropyrimidine (1.4 g), N,N-di-isopropylethylamine (2.9 ml) and n-butanol (70 ml) was stirred and heated to 120° C. for 76 hours. The mixture was evaporated and the residue was purified by column chromatography on silica using increasingly polar mixtures of isohexane and ethyl acetate as eluent. The material so obtained was triturated under ethyl acetate. There was thus obtained the title compound (0.83 g); NMR Sp...